From a dataset of the Open Reaction Database (ORD), a public repository of structured organic reaction records. describe an organic reaction: reactants, conditions, products, and yield The reactants are C(C)(C)OC=1C=C(C=NC1)/C=C/C[C@@H](C)O ((2R)-(4E)-5-(5-isopropoxy-3-pyridyl)-4-penten-2-ol), CN (methylamine). Solvent: C(C)O (ethyl alcohol). Conditions: time 18 hour. Product: CN[C@@H](C)C\C=C\C=1C=NC=C(C1)OC(C)C ((2S)-(4E)-N-Methyl-5-(5-isopropoxy-3-pyridyl)-4-penten-2-amine). Isolated yield 31.0%. RXN SMILES: [CH:1]([O:4][C:5]1[CH:6]=[C:7](/[CH:11]=[CH:12]/[CH2:13][C@H:14](O)[CH3:15])[CH:8]=[N:9][CH:10]=1)([CH3:3])[CH3:2].[CH3:17][NH2:18]>C(O)C>[CH3:17][NH:18][C@H:14]([CH2:13]/[CH:12]=[CH:11]/[C:7]1[CH:8]=[N:9][CH:10]=[C:5]([O:4][CH:1]([CH3:3])[CH3:2])[CH:6]=1)[CH3:15]. Procedure details: A mixture of (2R)-(4E)-5-(5-isopropoxy-3-pyridyl)-4-penten-2-ol ptoluenesulfonate (11.00 g, 29.33 mmol), methylamine (200 mL, 40% solution in water), and ethyl alcohol (10 mL) was stirred at ambient temperature for 18 h. The resulting solution was extracted with chloroform (3×100 mL). The combined chloroform extracts were dried over sodium sulfate, filtered, and concentrated by rotary evaporation. The crude product was purified by column chromatography over aluminum oxide, eluting with ethyl ace... The reactants are CCCCO, OC1CCC(Nc2nc(Cl)cc(-c3ccccc3)n2)CC1, COc1ccc(N)cc1Cl. The product is COc1ccc(Nc2cc(-c3ccccc3)nc(NC3CCC(O)CC3)n2)cc1Cl. Reaction SMILES: [CH2:32]([OH:33])[CH2:34][CH2:35][CH3:36].[Cl:1][c:2]1[n:3][c:4]([NH:14][CH:15]2[CH2:16][CH2:17][CH:18]([OH:21])[CH2:19][CH2:20]2)[n:5][c:6](-[c:8]2[cH:9][cH:10][cH:11][cH:12][cH:13]2)[cH:7]1.[Cl:22][c:23]1[cH:24][c:25]([NH2:26])[cH:27][cH:28][c:29]1[O:30][CH3:31]>>[c:2]1([NH:26][c:25]2[cH:24][c:23]([Cl:22])[c:29]([O:30][CH3:31])[cH:28][cH:27]2)[n:3][c:4]([NH:14][CH:15]2[CH2:16][CH2:17][CH:18]([OH:21])[CH2:19][CH2:20]2)[n:5][c:6](-[c:8]2[cH:9][cH:10][cH:11][cH:12][cH:13]2)[cH:7]1.